This data is from the Open Reaction Database (ORD), a public repository of structured organic reaction records. The task is: describe an organic reaction: reactants, conditions, products, and yield Reactants: O=C(O)C(Cc1ccc(O)cc1)[NH2+][O-], NC(CO)(CO)CO, NC(Cc1ccc(O)cc1)C(=O)O. Product: NC(Cc1ccc(O)cc1)C(=O)O. As a reaction SMILES: [NH2+:22]([O-:23])[CH:24]([C:25]([OH:26])=[O:27])[CH2:28][c:29]1[cH:30][cH:31][c:32]([OH:33])[cH:34][cH:35]1.[NH2:14][C:15]([CH2:16][OH:17])([CH2:18][OH:19])[CH2:20][OH:21].[NH2:1][CH:2]([CH2:3][c:4]1[cH:5][cH:6][c:7]([OH:8])[cH:9][cH:10]1)[C:11]([OH:12])=[O:13]>>[NH2:1][CH:2]([CH2:3][c:4]1[cH:5][cH:6][c:7]([OH:8])[cH:9][cH:10]1)[C:11](=[O:12])[OH:13]. The reactants are CO, Cc1ccccc1, Cc1cc(N)c(Cl)cc1Oc1nc(CCc2ccc(Cl)cc2)ns1, COC(OC)N1CCCCC1. Product: Cc1cc(N=CN2CCCCC2)c(Cl)cc1Oc1nc(CCc2ccc(Cl)cc2)ns1. As a reaction SMILES: [CH3:25][OH:26].[CH3:38][c:39]1[cH:40][cH:41][cH:42][cH:43][cH:44]1.[Cl:1][c:2]1[c:3]([NH2:4])[cH:5][c:6]([CH3:24])[c:7]([O:9][c:10]2[n:11][c:12]([CH2:15][CH2:16][c:17]3[cH:18][cH:19][c:20]([Cl:23])[cH:21][cH:22]3)[n:13][s:14]2)[cH:8]1.[O:27]([CH:29]([O:28][CH3:36])[N:30]1[CH2:31][CH2:32][CH2:33][CH2:34][CH2:35]1)[CH3:37]>>[Cl:1][c:2]1[c:3]([N:4]=[CH:29][N:30]2[CH2:31][CH2:32][CH2:33][CH2:34][CH2:35]2)[cH:5][c:6]([CH3:24])[c:7]([O:9][c:10]2[n:11][c:12]([CH2:15][CH2:16][c:17]3[cH:18][cH:19][c:20]([Cl:23])[cH:21][cH:22]3)[n:13][s:14]2)[cH:8]1. Starting materials: solution, Cl (hydrogen chloride), C(C)(C)(C)OC(=O)N1[C@H](C(=O)N[C@@H](C)C(=O)OCCOC2=CC=C(C=C2)C2=C(C(=NC(=C2C#N)N2CCCC2)SCC=2N=C(SC2)C2=CC=C(C=C2)Cl)C#N)CCC1 (2-{4-(2-({(2-(4-chlorophenyl)-1,3-thiazol-4-yl)methyl}sulfanyl)-3,5-dicyano-6-(pyrrolidin-1-yl)pyridin-4-yl)phenoxy}ethyl 1-(tert-butoxycarbonyl)-L-prolyl-L-alaninate). The solvent is C(C)OCC (diethyl ether), ClCCl (dichloromethane). Run at time 6 hour. The product is Cl.N1[C@H](C(=O)N[C@@H](C)C(=O)OCCOC2=CC=C(C=C2)C2=C(C(=NC(=C2C#N)N2CCCC2)SCC=2N=C(SC2)C2=CC=C(C=C2)Cl)C#N)CCC1 (2-{4-(2-({(2-(4-Chlorophenyl)-1,3-thiazol-4-yl)methyl}sulfanyl)-3,5-dicyano-6-(pyrrolidin-1-yl)pyridin-4-yl)phenoxy}ethyl L-prolyl-L-alaninate hydrochloride). Reaction SMILES: C(OC([N:8]1[CH2:58][CH2:57][CH2:56][C@H:9]1[C:10]([NH:12][C@H:13]([C:15]([O:17][CH2:18][CH2:19][O:20][C:21]1[CH:26]=[CH:25][C:24]([C:27]2[C:32]([C:33]#[N:34])=[C:31]([N:35]3[CH2:39][CH2:38][CH2:37][CH2:36]3)[N:30]=[C:29]([S:40][CH2:41][C:42]3[N:43]=[C:44]([C:47]4[CH:52]=[CH:51][C:50]([Cl:53])=[CH:49][CH:48]=4)[S:45][CH:46]=3)[C:28]=2[C:54]#[N:55])=[CH:23][CH:22]=1)=[O:16])[CH3:14])=[O:11])=O)(C)(C)C.Cl>ClCCl.C(OCC)C>[ClH:53].[NH:8]1[CH2:58][CH2:57][CH2:56][C@H:9]1[C:10]([NH:12][C@H:13]([C:15]([O:17][CH2:18][CH2:19][O:20][C:21]1[CH:22]=[CH:23][C:24]([C:27]2[C:32]([C:33]#[N:34])=[C:31]([N:35]3[CH2:36][CH2:37][CH2:38][CH2:39]3)[N:30]=[C:29]([S:40][CH2:41][C:42]3[N:43]=[C:44]([C:47]4[CH:52]=[CH:51][C:50]([Cl:53])=[CH:49][CH:48]=4)[S:45][CH:46]=3)[C:28]=2[C:54]#[N:55])=[CH:25][CH:26]=1)=[O:16])[CH3:14])=[O:11] |f:4.5|. Reported procedure: 495 mg (0.588 mmol) of 2-{4-(2-({(2-(4-chlorophenyl)-1,3-thiazol-4-yl)methyl}sulfanyl)-3,5-dicyano-6-(pyrrolidin-1-yl)pyridin-4-yl)phenoxy}ethyl 1-(tert-butoxycarbonyl)-L-prolyl-L-alaninate were dissolved in 3 ml dichloromethane, and 5.876 ml of a 1N solution of hydrogen chloride in diethyl ether were added. After 6 hours of stirring, the precipitated solid was filtered off with suction, washed with diethyl ether and dried under reduced pressure. 410 mg (90% of theory) of the target compound wer... Procedure: A stirred suspension of 2.94 g (10 mmol) of 1-phenyl-3-(4-phenyl-2-thiazolyl) guanidine (dried at 110° C./0.1 mm) in 150 ml of methylene chloride was allowed to react with 2.03 g (10 mmol) of N,O-bis(trimethylsilyl) acetamide and 1.73 g (10 mmol) of diethyl chlorophosphate for 3 months by the procedure of Example 4. The reaction mixture was evaporated to dryness then was subjected to "dry column" chromatography (method of B. Loev and M. M. Goodman, Chem. and Industry, 2026 (1967) on 500 g of sil... As a reaction SMILES: [C:1]1([NH:7][C:8]([NH:10][C:11]2[S:12][CH:13]=[C:14]([C:16]3[CH:21]=[CH:20][CH:19]=[CH:18][CH:17]=3)[N:15]=2)=[NH:9])[CH:6]=[CH:5][CH:4]=[CH:3][CH:2]=1.C/C(/O[Si](C)(C)C)=N\[Si](C)(C)C.[P:34](Cl)([O:39][CH2:40][CH3:41])([O:36][CH2:37][CH3:38])=[O:35]>C(Cl)Cl>[C:1]1([NH:7][C:8](=[N:9][P:34](=[O:35])([O:39][CH2:40][CH3:41])[O:36][CH2:37][CH3:38])[NH:10][C:11]2[S:12][CH:13]=[C:14]([C:16]3[CH:21]=[CH:20][CH:19]=[CH:18][CH:17]=3)[N:15]=2)[CH:2]=[CH:3][CH:4]=[CH:5][CH:6]=1. The product is C1(=CC=CC=C1)NC(NC=1SC=C(N1)C1=CC=CC=C1)=NP(OCC)(OCC)=O ([(Phenylamino)[(4-phenyl-2-thiazolyl)amino]methylene]-phosphoramidic Acid. Diethyl Ester). The solvent is C(Cl)Cl (methylene chloride). The reactants are C/C(=N\[Si](C)(C)C)/O[Si](C)(C)C (N,O-bis(trimethylsilyl) acetamide), P(=O)(OCC)(OCC)Cl (diethyl chlorophosphate), C1(=CC=CC=C1)NC(=N)NC=1SC=C(N1)C1=CC=CC=C1 (1-phenyl-3-(4-phenyl-2-thiazolyl) guanidine). The reactants are [C-]#N.[Na+] (NaCN), CN(C)C=O (DMF), C1(CC(C1)CC1=C(C=CC(=C1)C)S(=O)(=O)[O-])CC1=C(C=CC(=C1)C)S(=O)(=O)[O-] (cyclobutane-1,3-diylbis(methylene)bis(4-methylbenzenesulfonate)). Solvent: O (water). Product: C1(CC(C1)CC#N)CC#N (2,2′-(Cyclobutane-1,3-diyl)diacetonitrile). As a reaction SMILES: [CH:1]1([CH2:17]C2C=C(C)C=CC=2S([O-])(=O)=O)[CH2:4][CH:3]([CH2:5][C:6]2C=C(C)C=CC=2S([O-])(=O)=O)[CH2:2]1.[C-]#[N:30].[Na+].C[N:33]([CH:35]=O)C>O>[CH:1]1([CH2:17][C:35]#[N:33])[CH2:4][CH:3]([CH2:5][C:6]#[N:30])[CH2:2]1 |f:1.2|. Procedure details: To a solution of cyclobutane-1,3-diylbis(methylene)bis(4-methylbenzenesulfonate) I-13 (1 equivalent) in DMF was added NaCN (6 equivalents) and was refluxed for 12 h. During workup, the reaction mixture was diluted with water and the desired compound was extracted with ethyl acetate. Evaporation of the organic solvent furnished I-14. Starting materials: COC(=O)c1sc(-c2ccccc2)cc1N=NN(C)C, CO, Cl, [Na+], [OH-], O. Product: CN(C)N=Nc1cc(-c2ccccc2)sc1C(=O)O. RXN SMILES: [CH3:1][N:2]([CH3:3])[N:4]=[N:5][c:6]1[c:7]([C:17](=[O:18])[O:19][CH3:20])[s:8][c:9](-[c:11]2[cH:12][cH:13][cH:14][cH:15][cH:16]2)[cH:10]1.[CH3:24][OH:25].[ClH:23].[Na+:22].[OH-:21].[OH2:26]>>[CH3:1][N:2]([CH3:3])[N:4]=[N:5][c:6]1[c:7]([C:17](=[O:18])[OH:19])[s:8][c:9](-[c:11]2[cH:12][cH:13][cH:14][cH:15][cH:16]2)[cH:10]1. The reactants are O=C1N(C(C2=CC=CC=C12)=O)C1CCN(CC1)C(=O)OC(C)(C)C (tert-butyl 4-(1,3-dioxo-1,3-dihydro-2H-isoindol-2-yl)piperidine-1-carboxylate), C(C)O (ethanol), O.NN (hydrazine monohydrate), Cl.O1CCOCC1 (hydrochloric acid dioxane). The solvent is C(C)OCC (diethyl ether), C(C)OCC (diethyl ether), C(C)(=O)OCC (ethyl acetate). The product is Cl.NC1CCN(CC1)C(=O)OC(C)(C)C (tert-butyl 4-aminopiperidine-1-carboxylate hydrochloride). Isolated yield 100.0%. Reaction SMILES: O=C1C2C(=CC=CC=2)C(=O)[N:3]1[CH:12]1[CH2:17][CH2:16][N:15]([C:18]([O:20][C:21]([CH3:24])([CH3:23])[CH3:22])=[O:19])[CH2:14][CH2:13]1.C(O)C.O.NN.[ClH:31].O1CCOCC1>C(OCC)C.C(OCC)(=O)C>[ClH:31].[NH2:3][CH:12]1[CH2:13][CH2:14][N:15]([C:18]([O:20][C:21]([CH3:24])([CH3:23])[CH3:22])=[O:19])[CH2:16][CH2:17]1 |f:2.3,4.5,8.9|. Procedure details: The compound (837 mg, 2.53 mmol) obtained in step B was added to ethanol (20 ml), hydrazine monohydrate (0.31 ml, 6.4 mmol) was added, and the mixture was heated under reflux for 1 hr. The reaction mixture was cooled, and diethyl ether was added to allow precipitation of a solid. The precipitated solid was filtered, and the obtained solution was concentrated under reduced pressure to give a colorless oil. The oil was dissolved in diethyl ether, 4N hydrochloric acid-dioxane solution (1 ml) was ad...